Dataset: the Open Reaction Database (ORD), a public repository of structured organic reaction records. Task: describe an organic reaction: reactants, conditions, products, and yield The reactants are formula IV, FC1=C(C(C(=O)O)=C(C(=C1F)F)F)N (3,4,5,6-tetrafluoroanthranilic acid), C(C)(=O)OC(C)=O (acetic anhydride). Run in C(C)(=O)O (acetic acid). The product is C(C)(=O)NC1=C(C(=O)O)C(=C(C(=C1F)F)F)F (2-acetylamino-3,4,5,6-tetrafluorobenzoic acid). RXN SMILES: [F:1][C:2]1[C:10]([F:11])=[C:9]([F:12])[C:8]([F:13])=[C:4]([C:5]([OH:7])=[O:6])[C:3]=1[NH2:14].[C:15](OC(=O)C)(=[O:17])[CH3:16]>C(O)(=O)C>[C:15]([NH:14][C:3]1[C:2]([F:1])=[C:10]([F:11])[C:9]([F:12])=[C:8]([F:13])[C:4]=1[C:5]([OH:7])=[O:6])(=[O:17])[CH3:16]. Procedure: The general pathway to the compounds of formula IV is illustrated with 2-nitro-3,4,5,6-tetrafluorobenzoyl chloride. This starting material is treated with n-butyl lithium and malonic half acid ester to form 2-nitro-3,4,5,6-tetrafluoro-β-oxo-benzene propanoic acid ethyl ester. This product can be converted to 5-nitro-1-cyclopropyl-6,7,8-trifluoro-1,4-dihydro-4-oxo-quinoline-3-carboxylic acid ethyl ester by a three step reaction. The starting material is first treated with triethylorthoformate and... Starting materials: CN (methylamine), CN1CCC(CC1)N1C(C2=CC=CC=3C2=C(C1=O)C=CC3[N+](=O)[O-])=O (2,3-dihydro-2-(1-methylpiperidin-4-yl)-6-nitro-1H-benz[de]isoquinoline-1,3-dione). Run in C(C)(C)O (isopropanol). The product is CNC=1C=CC=2C(N(C(C3=CC=CC1C23)=O)C2CCN(CC2)C)=O (2,3-dihydro-6-methyamino-2-(1-methylpiperidin-4-yl)-1H-benz[de]isoquinoline-1,3-dione). RXN SMILES: [CH3:1]N.[CH3:3][N:4]1[CH2:9][CH2:8][CH:7]([N:10]2[C:19](=[O:20])[C:18]3[CH:21]=[CH:22][C:23]([N+:24]([O-])=O)=[C:16]4[C:17]=3[C:12](=[CH:13][CH:14]=[CH:15]4)[C:11]2=[O:27])[CH2:6][CH2:5]1>C(O)(C)C>[CH3:1][NH:24][C:23]1[CH:22]=[CH:21][C:18]2[C:19](=[O:20])[N:10]([CH:7]3[CH2:6][CH2:5][N:4]([CH3:3])[CH2:9][CH2:8]3)[C:11](=[O:27])[C:12]3[C:17]=2[C:16]=1[CH:15]=[CH:14][CH:13]=3. Procedure: A mixture of 40% aqueous methylamine (2 mL) and 2,3-dihydro-2-(1-methylpiperidin-4-yl)-6-nitro-1H-benz[de]isoquinoline-1,3-dione (1.1 g; 3.14 mmol), prepared as in Example 3, in isopropanol (10 mL) was stirred at 65°-70° C. for six hours. Concentration of the solution followed by purification of the residue by column chromatography (silica-gel; 3% methanol in CH2Cl2 and approximately 1% aqueous NH4OH) gave 2,3-dihydro-6-methyamino-2-(1-methylpiperidin-4-yl)-1H-benz[de]isoquinoline-1,3-dione (0.6... The reactants are NC(CCCC(=O)OC)C1=C(C=CC=C1OC)OC (methyl 5-amino-5-(2,6-dimethoxyphenyl)pentanoate), CC=1SC2=C(N1)C=CC(=C2)C=O (2-methylbenzo[d]thiazole-6-carbaldehyde). Yields the product COC1=C(C(=CC=C1)OC)C1CCCC(N1CC1=CC2=C(N=C(S2)C)C=C1)=O (6-(2,6-dimethoxyphenyl)-1-((2-methylbenzo[d]thiazol-6-yl)methyl)piperidin-2-one). As a reaction SMILES: [NH2:1][CH:2]([C:10]1[C:15]([O:16][CH3:17])=[CH:14][CH:13]=[CH:12][C:11]=1[O:18][CH3:19])[CH2:3][CH2:4][CH2:5][C:6]([O:8]C)=O.[CH3:20][C:21]1[S:22][C:23]2[CH:29]=[C:28]([CH:30]=O)[CH:27]=[CH:26][C:24]=2[N:25]=1>>[CH3:19][O:18][C:11]1[CH:12]=[CH:13][CH:14]=[C:15]([O:16][CH3:17])[C:10]=1[CH:2]1[N:1]([CH2:30][C:28]2[CH:27]=[CH:26][C:24]3[N:25]=[C:21]([CH3:20])[S:22][C:23]=3[CH:29]=2)[C:6](=[O:8])[CH2:5][CH2:4][CH2:3]1. Reported procedure: Prepared according to the described general procedure 1 (GP1) by reaction of methyl 5-amino-5-(2,6-dimethoxyphenyl)pentanoate with 2-methylbenzo[d]thiazole-6-carbaldehyde. Subsequent purification by preparative HPLC afforded the target compound. LC-MS (conditions A): tR=0.77 min.; [M+H]+: 397.01 g/mol.